This data is from the Open Reaction Database (ORD), a public repository of structured organic reaction records. The task is: describe an organic reaction: reactants, conditions, products, and yield Reactants: OC=1C(=NC=C(C1)OC)C(=O)OCC (ethyl 3-hydroxy-5-methoxypicolinate), FC([C@@H]1CC[C@H](CC1)C(=O)N1[C@H](CCC1)CO)(F)F ([(2R)-1-{[trans-4-(trifluoromethyl)cyclohexyl]carbonyl}pyrrolidin-2-yl]methanol), N1[C@H](CCC1)CO ((R)-pyrrolidin-2-ylmethanol). The product is COC=1C=C(C(=NC1)C(=O)OCC)OC[C@@H]1N(CCC1)C(=O)[C@@H]1CC[C@H](CC1)C(F)(F)F (ethyl 5-methoxy-3-(((R)-1-(trans-4-(trifluoromethyl)cyclohexanecarbonyl)pyrrolidin-2-yl)methoxy)picolinate). RXN SMILES: [OH:1][C:2]1[C:3]([C:10]([O:12][CH2:13][CH3:14])=[O:11])=[N:4][CH:5]=[C:6]([O:8][CH3:9])[CH:7]=1.[F:15][C:16]([F:33])([F:32])[C@H:17]1[CH2:22][CH2:21][C@H:20]([C:23]([N:25]2[CH2:29][CH2:28][CH2:27][C@@H:26]2[CH2:30]O)=[O:24])[CH2:19][CH2:18]1.N1CCC[C@@H]1CO>>[CH3:9][O:8][C:6]1[CH:7]=[C:2]([O:1][CH2:30][C@H:26]2[CH2:27][CH2:28][CH2:29][N:25]2[C:23]([C@H:20]2[CH2:21][CH2:22][C@H:17]([C:16]([F:32])([F:15])[F:33])[CH2:18][CH2:19]2)=[O:24])[C:3]([C:10]([O:12][CH2:13][CH3:14])=[O:11])=[N:4][CH:5]=1. Procedure details: The title compound was prepared according to the procedure described in Step 1 of EXAMPLE 29 using ethyl 3-hydroxy-5-methoxypicolinate (EXAMPLE 31 Step 2) and [(2R)-1-{[trans-4-(trifluoromethyl)cyclohexyl]carbonyl}pyrrolidin-2-yl]methanol (EXAMPLE 31 Step 1) instead of 5-chloropyridin-3-ol and (R)-pyrrolidin-2-ylmethanol. Yields the product CO[C@H](C(=O)O)CC1=CC=C(C=C1)OCCCOC1=C(C=C(C=C1)OC1=CC=CC=C1)CCC ((2S)-2-Methoxy-3-{4-[3-(4-phenoxy-2-propyl-phenoxy)-propoxy]-phenyl}-propionic acid). The reactants are C(C)OC(C(COC)C1=CC=C(C=C1)OCCCOC1=C(C=C(C=C1)OC1=CC=CC=C1)CC=C)=O (2-{4-[3-(2-Allyl-4-phenoxy-phenoxy)-propoxy]-phenyl}-3-methoxy-propionic acid ethyl ester), C(C)(=O)OCC (ethyl acetate). Reported procedure: The title compound was prepared from 2-{4-[3-(2-Allyl-4-phenoxy-phenoxy)-propoxy]-phenyl}-3-methoxy-propionic acid ethyl ester from Example 160, Step B which was treated in ethyl acetate with Pd(C) and H2 in balloon presure to give after filtration the corresponding reduced product which was hydrolyzed under Standard Procedure C to give the title compound. RXN SMILES: C(OC(=O)[CH:5]([C:9]1[CH:14]=[CH:13][C:12]([O:15][CH2:16][CH2:17][CH2:18][O:19][C:20]2[CH:25]=[CH:24][C:23]([O:26][C:27]3[CH:32]=[CH:31][CH:30]=[CH:29][CH:28]=3)=[CH:22][C:21]=2[CH2:33][CH:34]=[CH2:35])=[CH:11][CH:10]=1)[CH2:6][O:7][CH3:8])C.[C:37]([O:40]CC)(=[O:39])C>>[CH3:8][O:7][C@@H:6]([CH2:5][C:9]1[CH:10]=[CH:11][C:12]([O:15][CH2:16][CH2:17][CH2:18][O:19][C:20]2[CH:25]=[CH:24][C:23]([O:26][C:27]3[CH:32]=[CH:31][CH:30]=[CH:29][CH:28]=3)=[CH:22][C:21]=2[CH2:33][CH2:34][CH3:35])=[CH:13][CH:14]=1)[C:37]([OH:40])=[O:39]. Reactants: NC=1C=C(C(=O)O)C=C(N1)Cl (2-Amino-6-chloroisonicotinic acid), C(C)O (ethanol), S(=O)(Cl)Cl (thionyl chloride). The product is NC=1C=C(C(=O)OCC)C=C(N1)Cl (ethyl 2-amino-6-chloroisonicotinate). The yield is 88.0%. RXN SMILES: [NH2:1][C:2]1[CH:3]=[C:4]([CH:8]=[C:9]([Cl:11])[N:10]=1)[C:5]([OH:7])=[O:6].S(Cl)(Cl)=O.[CH2:16](O)[CH3:17]>>[NH2:1][C:2]1[CH:3]=[C:4]([CH:8]=[C:9]([Cl:11])[N:10]=1)[C:5]([O:7][CH2:16][CH3:17])=[O:6]. Procedure details: 2-Amino-6-chloroisonicotinic acid (500 mg, 2.90 mmol) was dissolved in ethanol (29.0 mL), and the solution was stirred under heat and reflux for 3 hours after adding thionyl chloride (1.06 mL, 14.5 mmol). The solvent was then evaporated under reduced pressure. The residue was extracted with chloroform after adding a sodium hydrogen carbonate aqueous solution. The organic layer was dried over anhydrous sodium sulfate, and the solvent was evaporated under reduced pressure to give ethyl 2-amino-6-c... Starting materials: C(C1=CC=CC=C1)OCC(OC)COC(C1=CC=CC=C1)(C1=CC=CC=C1)C1=CC=CC=C1 (rac-1-O-Benzyl-2-O-methyl-3-O-tritylglycerol). The solvent is CC(=O)O (HOAc). Product: C(C1=CC=CC=C1)OCC(OC)CO (rac-1-O-benzyl-2-O-methylglycerol), oil. The yield is 59.7%. As a reaction SMILES: [CH2:1]([O:8][CH2:9][CH:10]([CH2:13][O:14]C(C1C=CC=CC=1)(C1C=CC=CC=1)C1C=CC=CC=1)[O:11][CH3:12])[C:2]1[CH:7]=[CH:6][CH:5]=[CH:4][CH:3]=1>CC(O)=O>[CH2:1]([O:8][CH2:9][CH:10]([CH2:13][OH:14])[O:11][CH3:12])[C:2]1[CH:7]=[CH:6][CH:5]=[CH:4][CH:3]=1. Procedure details: rac-1-O-Benzyl-2-O-methyl-3-O-tritylglycerol (6.73 g) and 80% HOAc (50 ml) were combined in a 100 ml flask and heated at reflux for three hours. The heat was removed and the reaction mixture was allowed to cool to room temperature. The reaction was neutralized with 10% KOH and extracted with ether. The ether layer was dried (MgSO4) before the solvent was removed in vacuo. Purification of the residue was obtained by column chromatography (150 ml silica gel; hexanes:ethyl acetate, gradient 5:1-0:1... The reactants are [H][H] (hydrogen), COCCN(C(C1=C(C=C(C=C1)[N+](=O)[O-])[N+](=O)[O-])=O)CCOC (N,N-bis(2-methoxyethyl)-2,4-dinitrobenzamide), [H][H] (Hydrogen). Reagents/catalysts: [Pd] (palladium on carbon). Solvent: CO (methanol). Yields the product COCCN(C(C1=C(C=C(C=C1)N)N)=O)CCOC (N,N-bis(2-methoxyethyl)-2,4-diaminobenzamide). The yield is 100.2%. As a reaction SMILES: [CH3:1][O:2][CH2:3][CH2:4][N:5]([CH2:20][CH2:21][O:22][CH3:23])[C:6](=[O:19])[C:7]1[CH:12]=[CH:11][C:10]([N+:13]([O-])=O)=[CH:9][C:8]=1[N+:16]([O-])=O.[H][H]>[Pd].CO>[CH3:23][O:22][CH2:21][CH2:20][N:5]([CH2:4][CH2:3][O:2][CH3:1])[C:6](=[O:19])[C:7]1[CH:12]=[CH:11][C:10]([NH2:13])=[CH:9][C:8]=1[NH2:16]. Procedure: A two liter autoclave was charged with 65.0 g of N,N-bis(2-methoxyethyl)-2,4-dinitrobenzamide, 1000 ml of methanol and 2.7 g of a 5% palladium on carbon/50% water catalyst. The mixture was hydrogenated at 800 psi hydrogen pressure while maintaining the temperature between 60°-100° C. Hydrogen uptake ceased after 30 min. The mixture was cooled, filtered, and the methanol removed at reduced pressure to give 53.2 g of N,N-bis(2-methoxyethyl)-2,4-diaminobenzamide, a red-brown viscous liquid. Starting materials: C1(CCCC1)CC(C(=O)O)N1N=CC(=CC1=O)OC1=C(C=CC=C1)S(=O)(=O)C (3-cyclopentyl-2-[4-(2-methanesulfonyl-phenoxy)-6-oxo-6H-pyridazin-1-yl]-propionic acid), NC1=NN(C=C1)CC(C)(O)C (1-(3-amino-pyrazol-1-yl)-2-methyl-propan-2-ol), C1(CCCC1)CC(C(=O)O)N1N=CC(=CC1=O)OC1=C(C=CC=C1)S(=O)(=O)C (3-cyclopentyl-2-[4-(2-methanesulfonyl-phenoxy)-6-oxo-6H-pyridazin-1-yl]-propionic acid), NC1=NN(C=C1)CC(C)(O)C (1-(3-amino-pyrazol-1-yl)-2-methyl-propan-2-ol). Product: C1(CCCC1)CC(C(=O)NC1=NN(C=C1)CC(C)(C)O)N1N=CC(=CC1=O)OC1=C(C=CC=C1)S(=O)(=O)C (3-cyclopentyl-N-[1-(2-hydroxy-2-methyl-propyl)-1H-pyrazol-3-yl]-2-[4-(2-methanesulfonyl-phenoxy)-6-oxo-6H-pyridazin-1-yl]-propionamide). Yield: 54.0%. Reaction SMILES: [CH:1]1([CH2:6][CH:7]([N:11]2[C:16](=[O:17])[CH:15]=[C:14]([O:18][C:19]3[CH:24]=[CH:23][CH:22]=[CH:21][C:20]=3[S:25]([CH3:28])(=[O:27])=[O:26])[CH:13]=[N:12]2)[C:8]([OH:10])=O)[CH2:5][CH2:4][CH2:3][CH2:2]1.[NH2:29][C:30]1[CH:34]=[CH:33][N:32]([CH2:35][C:36]([CH3:39])([OH:38])[CH3:37])[N:31]=1>>[CH:1]1([CH2:6][CH:7]([N:11]2[C:16](=[O:17])[CH:15]=[C:14]([O:18][C:19]3[CH:24]=[CH:23][CH:22]=[CH:21][C:20]=3[S:25]([CH3:28])(=[O:27])=[O:26])[CH:13]=[N:12]2)[C:8]([NH:29][C:30]2[CH:34]=[CH:33][N:32]([CH2:35][C:36]([OH:38])([CH3:37])[CH3:39])[N:31]=2)=[O:10])[CH2:2][CH2:3][CH2:4][CH2:5]1. Reported procedure: Using the method described in Example 17, 3-cyclopentyl-2-[4-(2-methanesulfonyl-phenoxy)-6-oxo-6H-pyridazin-1-yl]-propionic acid (Intermediate 48) and 1-(3-amino-pyrazol-1-yl)-2-methyl-propan-2-ol (Intermediate 1) afforded 3-cyclopentyl-N-[1-(2-hydroxy-2-methyl-propyl)-1H-pyrazol-3-yl]-2-[4-(2-methanesulfonyl-phenoxy)-6-oxo-6H-pyridazin-1-yl]-propionamide as a white solid (0.74 g, 54%); ES+-HRMS m/e calcd for C26H33N5O6S [M+Na+] 566.2044 found 566.2045. 1H-NMR (400 MHz, DMSO-d6) δ ppm 1.05 (s, 3... The reactants are CC#N, Cl, C1COCCO1, N#Cc1ccc(-c2cc3c(O)ncnc3[nH]2)cc1. Product: N#Cc1ccc(-c2cc3c(Cl)ncnc3[nH]2)cc1. Reaction SMILES: [C:20](#[N:21])[CH3:22].[ClH:19].[O:23]1[CH2:24][CH2:25][O:26][CH2:27][CH2:28]1.[OH:1][c:2]1[c:3]2[c:4]([n:5][cH:6][n:7]1)[nH:8][c:9](-[c:11]1[cH:12][cH:13][c:14]([C:15]#[N:16])[cH:17][cH:18]1)[cH:10]2>>[c:2]1([Cl:19])[c:3]2[c:4]([n:5][cH:6][n:7]1)[nH:8][c:9](-[c:11]1[cH:12][cH:13][c:14]([C:15]#[N:16])[cH:17][cH:18]1)[cH:10]2. Reactants: OC1=NN2C(C=CC=C2)=C1 (2-hydroxypyrazolo[1,5-a]pyridine), [Na] (Sodium), S(=O)(=O)(OC)OC (dimethyl sulfate). Solvent: CO (methyl alcohol). Conditions: time 30 minute. The product is COC1=NN2C(C=CC=C2)=C1 (2-methoxypyrazolo[1,5-a]pyridine). Isolated yield 50.7%. As a reaction SMILES: [Na].[OH:2][C:3]1[CH:11]=[C:6]2[CH:7]=[CH:8][CH:9]=[CH:10][N:5]2[N:4]=1.S(OC)(O[CH3:16])(=O)=O>CO>[CH3:16][O:2][C:3]1[CH:11]=[C:6]2[CH:7]=[CH:8][CH:9]=[CH:10][N:5]2[N:4]=1 |^1:0|. Procedure: Sodium (92 mg) was dissolved in 5 ml of absolute methyl alcohol with moderate cooling. To this solution 2-hydroxypyrazolo[1,5-a]pyridine (500 mg) was added and then dimethyl sulfate (500 mg) was added. The mixture was stirred for 30 min. at room temperature and refluxed for 8 hr. The reaction mixture was concentrated to remove methyl alcohol, and water was added to the residue. The solution was extracted with n-hexane, and the n-hexane solution was dried over sodium sulfate. The dried n-hexane s...